This data is from the Open Reaction Database (ORD), a public repository of structured organic reaction records. The task is: describe an organic reaction: reactants, conditions, products, and yield The reactants are C12COCC(CC1)N2C2=NC(=NC(=C2)CN(C)C)C2=CC=C(C=C2)NC(=O)NC (1-(4-(4-(3-oxa-8-azabicyclo[3.2.1]octan-8-yl)-6-((dimethylamino)methyl)pyrimidin-2-yl)phenyl)-3-methylurea), CN=C=O (methylisocyanate). The product is mono-TFA, C12COCC(CC1)N2C2=NC(=NC(=C2)CN(C)C)C2=CC=C(C=C2)NC(=O)NCC (1-(4-(4-(3-oxa-8-azabicyclo[3.2.1]octan-8-yl)-6-((dimethylamino)methyl)pyrimidin-2-yl)phenyl)-3-ethylurea). Isolated yield 21.0%. RXN SMILES: [CH:1]12[N:8]([C:9]3[CH:14]=[C:13]([CH2:15][N:16]([CH3:18])[CH3:17])[N:12]=[C:11]([C:19]4[CH:24]=[CH:23][C:22]([NH:25][C:26]([NH:28][CH3:29])=[O:27])=[CH:21][CH:20]=4)[N:10]=3)[CH:5]([CH2:6][CH2:7]1)[CH2:4][O:3][CH2:2]2.[CH3:30]N=C=O>>[CH:5]12[N:8]([C:9]3[CH:14]=[C:13]([CH2:15][N:16]([CH3:18])[CH3:17])[N:12]=[C:11]([C:19]4[CH:20]=[CH:21][C:22]([NH:25][C:26]([NH:28][CH2:29][CH3:30])=[O:27])=[CH:23][CH:24]=4)[N:10]=3)[CH:1]([CH2:7][CH2:6]1)[CH2:2][O:3][CH2:4]2. Procedure: A procedure similar to that used for the preparation of 1-(4-(4-(3-oxa-8-azabicyclo[3.2.1]octan-8-yl)-6-((dimethylamino)methyl)pyrimidin-2-yl)phenyl)-3-methylurea was used, substituting ethylisocyanate for methylisocyanate, to provide the mono-TFA salt of 1-(4-(4-(3-oxa-8-azabicyclo[3.2.1]octan-8-yl)-6-((dimethylamino)methyl)pyrimidin-2-yl)phenyl)-3-ethylurea (0.014 g, 21%) as a white solid. MS: 411.4, M+H. Reactants: BrC1=C(COCCOCCO)C=CC=C1 (2-(2-{(2-Bromobenzyl)oxy}ethoxy)ethanol), BrC1=C(CBr)C=CC=C1 (2-bromobenzylbromide), [H-].[Na+] (NaH), C(CCO)O (1,3-propanediol). The reagents and catalysts are [I-].C(CCC)[N+](CCCC)(CCCC)CCCC (tetrabutylammonium iodide). Run in C1CCOC1 (THF), C1CCOC1 (THF). Product: BrC1=C(COCCCO)C=CC=C1 (3-[(2-Bromobenzyl)oxy]propanol). As a reaction SMILES: [Br:1][C:2]1[CH:15]=[CH:14][CH:13]=[CH:12][C:3]=1[CH2:4][O:5][CH2:6][CH2:7]OCCO.[H-].[Na+].C(O)C[CH2:20][OH:21].BrC1C=CC=CC=1CBr>C1COCC1.[I-].C([N+](CCCC)(CCCC)CCCC)CCC>[Br:1][C:2]1[CH:15]=[CH:14][CH:13]=[CH:12][C:3]=1[CH2:4][O:5][CH2:6][CH2:7][CH2:20][OH:21] |f:1.2,6.7|. Procedure details: The reaction and work up was conducted as described in the preparation of compound 415. Starting materials were NaH (60% in oil, 0.86 g, 22 mmol) in THF (80 mL), 1,3-propanediol (8.67 mL, 120 mmol), 2-bromobenzylbromide (5.0 g, 20 mmol) dissolved in 4 mL dry THF and tetrabutylammonium iodide (0.07 g, 0.2 mmol). The crude product was purified by flash chromatography using EtOAc/petroleum ether 1:1->2:1 as the eluent to afford the title compound as a pale yellow oil. Reactants: C1CCOC1, [Li]CCCC, CI, [Cl-], [NH4+], O=C1CCCc2ncccc2N1. Yields the product CN1C(=O)CCCc2ncccc21. RXN SMILES: [CH2:22]1[O:23][CH2:24][CH2:25][CH2:26]1.[CH3:13][CH2:14][CH2:15][CH2:16][Li:17].[CH3:18][I:19].[Cl-:20].[NH4+:21].[n:1]1[cH:2][cH:3][cH:4][c:5]2[c:11]1[CH2:10][CH2:9][CH2:8][C:7](=[O:12])[NH:6]2>>[n:1]1[cH:2][cH:3][cH:4][c:5]2[c:11]1[CH2:10][CH2:9][CH2:8][C:7](=[O:12])[N:6]2[CH3:13]. Starting materials: CO, O=C[O-], CC(C)(C)OC(=O)N(CCc1ccc(-c2ccc(C(=O)NS(=O)(=O)CCCO)c(OC3CCCCC3)c2)cc1)CC(O)c1ccc(Cl)nc1, [NH4+], O. RXN SMILES: [CH3:54][OH:55].[CH:50]([O-:51])=[O:52].[Cl:1][c:2]1[cH:3][cH:4][c:5]([CH:8]([CH2:9][N:10]([C:11]([O:12][C:13]([CH3:14])([CH3:15])[CH3:16])=[O:17])[CH2:18][CH2:19][c:20]2[cH:21][cH:22][c:23](-[c:26]3[cH:27][c:28]([O:42][CH:43]4[CH2:44][CH2:45][CH2:46][CH2:47][CH2:48]4)[c:29]([C:32](=[O:33])[NH:34][S:35](=[O:36])(=[O:37])[CH2:38][CH2:39][CH2:40][OH:41])[cH:30][cH:31]3)[cH:24][cH:25]2)[OH:49])[cH:6][n:7]1.[NH4+:53].[OH2:56]>>[cH:2]1[cH:3][cH:4][c:5]([CH:8]([CH2:9][N:10]([C:11]([O:12][C:13]([CH3:14])([CH3:15])[CH3:16])=[O:17])[CH2:18][CH2:19][c:20]2[cH:21][cH:22][c:23](-[c:26]3[cH:27][c:28]([O:42][CH:43]4[CH2:44][CH2:45][CH2:46][CH2:47][CH2:48]4)[c:29]([C:32](=[O:33])[NH:34][S:35](=[O:36])(=[O:37])[CH2:38][CH2:39][CH2:40][OH:41])[cH:30][cH:31]3)[cH:24][cH:25]2)[OH:49])[cH:6][n:7]1. The product is CC(C)(C)OC(=O)N(CCc1ccc(-c2ccc(C(=O)NS(=O)(=O)CCCO)c(OC3CCCCC3)c2)cc1)CC(O)c1cccnc1. Reactants: CC1=C(N=C(O1)C1=CC=CC=C1)COC=1C=C(C=NC1)COC1=C(C=CC=C1)CC(=O)OC (methyl 2-[2-[[5-[(5-methyl-2-phenyl-4-oxazolyl)methoxy]-3-pyridyl]methoxy]phenyl]acetate), O1CCCC1 (tetrahydrofuran), [OH-].[Na+] (sodium hydroxide), Cl (Hydrochloric acid). Solvent: CO (methanol), O (water). Reaction conditions: temperature 55 celsius, time 1.5 hour. Product: CC1=C(N=C(O1)C1=CC=CC=C1)COC=1C=C(C=NC1)COC1=C(C=CC=C1)CC(=O)O (2-[2-[[5-[(5-methyl-2-phenyl-4-oxazolyl)methoxy]-3-pyridyl]methoxy]phenyl]acetic acid). Yield: 98.3%. Reaction SMILES: [CH3:1][C:2]1[O:6][C:5]([C:7]2[CH:12]=[CH:11][CH:10]=[CH:9][CH:8]=2)=[N:4][C:3]=1[CH2:13][O:14][C:15]1[CH:16]=[C:17]([CH2:21][O:22][C:23]2[CH:28]=[CH:27][CH:26]=[CH:25][C:24]=2[CH2:29][C:30]([O:32]C)=[O:31])[CH:18]=[N:19][CH:20]=1.O1CCCC1.[OH-].[Na+].Cl>O.CO>[CH3:1][C:2]1[O:6][C:5]([C:7]2[CH:8]=[CH:9][CH:10]=[CH:11][CH:12]=2)=[N:4][C:3]=1[CH2:13][O:14][C:15]1[CH:16]=[C:17]([CH2:21][O:22][C:23]2[CH:28]=[CH:27][CH:26]=[CH:25][C:24]=2[CH2:29][C:30]([OH:32])=[O:31])[CH:18]=[N:19][CH:20]=1 |f:2.3|. Reported procedure: To a mixture of methyl 2-[2-[[5-[(5-methyl-2-phenyl-4-oxazolyl)methoxy]-3-pyridyl]methoxy]phenyl]acetate (1.05 g), tetrahydrofuran (5 mL) and methanol (5 mL) was added a 1N aqueous sodium hydroxide solution (5 mL) and the mixture was stirred at 50-60° C. for 1.5 hrs. 1N Hydrochloric acid (5 mL) and water were added to the reaction mixture, and the precipitated solid was collected by filtration and dried with air to give crystals (1.00 g, 97%) of 2-[2-[[5-[(5-methyl-2-phenyl-4-oxazolyl)methoxy]-3... Reactants: FC(CNC(NC1=NC(=CC=C1)SCCCC#N)=S)(F)F (4-[2-(3-[2,2,2-trifluoroethyl]thioureido)pyrid-6-ylthio]butyronitrile), mercuric oxide, N (ammonia). Solvent: CCO (EtOH). Yields the product FC(CN=C(NC1=NC(=CC=C1)SCCCC#N)N)(F)F (4-[2-(2-[2,2,2-trifluoroethyl]guanidino)pyrid-6-ylthio]butyronitrile). Reaction SMILES: [F:1][C:2]([F:21])([F:20])[CH2:3][NH:4][C:5](=S)[NH:6][C:7]1[CH:12]=[CH:11][CH:10]=[C:9]([S:13][CH2:14][CH2:15][CH2:16][C:17]#[N:18])[N:8]=1.[NH3:22]>CCO>[F:1][C:2]([F:21])([F:20])[CH2:3][N:4]=[C:5]([NH2:22])[NH:6][C:7]1[CH:12]=[CH:11][CH:10]=[C:9]([S:13][CH2:14][CH2:15][CH2:16][C:17]#[N:18])[N:8]=1. Reported procedure: A mixture of 4-[2-(3-[2,2,2-trifluoroethyl]thioureido)pyrid-6-ylthio]butyronitrile (29 g.), yellow mercuric oxide (29 g.) and a saturated solution of ammonia in EtOH (100 ml.) was stirred at room temperature for 24 hours and then filtered. The filtrate was evaporated to dryness and the residue triturated with petroleum ether (b.p. 60°-80°) and collected to give 4-[2-(2-[2,2,2-trifluoroethyl]guanidino)pyrid-6-ylthio]butyronitrile (24 g.), m.p. 89°-91°. Starting materials: C(O)([O-])=O.[Na+] (sodium hydrogencarbonate), C(C=C)OC1=C(C=C(COC2CN(CCC2C2=CC=C(C=C2)OCCCOCC2=C(C=CC=C2)OC)C(=O)OC(C)(C)C)C=C1)[N+](=O)[O-] (tert-butyl 3-(4-allyloxy-3-nitrobenzyloxy)-4-{4-[3-(2-methoxybenzyloxy)propoxy]phenyl}piperidine-1-carboxylate), [BH4-].[Li+] (lithium borohydride). The reagents and catalysts are CC(=O)[O-].CC(=O)[O-].C1=CC=C(C=C1)P(C2=CC=CC=C2)C3=CC=CC=C3.C1=CC=C(C=C1)P(C2=CC=CC=C2)C3=CC=CC=C3.[Pd+2] (bis(triphenylphosphine)palladium(II) acetate). Solvent: O1CCCC1 (tetrahydrofuran). Conditions: time 2.5 hour. Yields the product NC=1C=C(C(OC2CN(CCC2C2=CC=C(C=C2)OCCCOCC2=C(C=CC=C2)OC)C(=O)OC(C)(C)C)O)C=CC1 (tert-Butyl 3-(3-amino hydroxybenzyloxy)-4-{4-[3-(2-methoxybenzyloxy)propoxy]-phenyl}piperidine-1-carboxylate), SiO2. RXN SMILES: C(O[C:5]1[CH:45]=[CH:44][C:8]([CH2:9][O:10][CH:11]2[CH:16]([C:17]3[CH:22]=[CH:21][C:20]([O:23][CH2:24][CH2:25][CH2:26][O:27][CH2:28][C:29]4[CH:34]=[CH:33][CH:32]=[CH:31][C:30]=4[O:35][CH3:36])=[CH:19][CH:18]=3)[CH2:15][CH2:14][N:13]([C:37]([O:39][C:40]([CH3:43])([CH3:42])[CH3:41])=[O:38])[CH2:12]2)=[CH:7][C:6]=1[N+:46]([O-])=O)C=C.[BH4-].[Li+].C(=O)([O-])[OH:52].[Na+]>O1CCCC1.CC([O-])=O.CC([O-])=O.C1C=CC(P(C2C=CC=CC=2)C2C=CC=CC=2)=CC=1.C1C=CC(P(C2C=CC=CC=2)C2C=CC=CC=2)=CC=1.[Pd+2]>[NH2:46][C:6]1[CH:7]=[C:8]([CH:44]=[CH:45][CH:5]=1)[CH:9]([OH:52])[O:10][CH:11]1[CH:16]([C:17]2[CH:18]=[CH:19][C:20]([O:23][CH2:24][CH2:25][CH2:26][O:27][CH2:28][C:29]3[CH:34]=[CH:33][CH:32]=[CH:31][C:30]=3[O:35][CH3:36])=[CH:21][CH:22]=2)[CH2:15][CH2:14][N:13]([C:37]([O:39][C:40]([CH3:42])([CH3:43])[CH3:41])=[O:38])[CH2:12]1 |f:1.2,3.4,6.7.8.9.10|. Procedure: The solution of 2.16 g of tert-butyl 3-(4-allyloxy-3-nitrobenzyloxy)-4-{4-[3-(2-methoxybenzyloxy)propoxy]phenyl}piperidine-1-carboxylate in 15 ml of tetrahydrofuran is admixed with stirring at room temperature with 0.025 g of bis(triphenylphosphine)palladium(II) acetate and 0.075 g of lithium borohydride and stirred at room temperature for 2.5 hours. The reaction mixture is poured onto 1M sodium hydrogencarbonate (50 ml) and extracted with tert-butyl methyl ether (2×50 ml). The organic phases ar... The reactants are N([C@@H](CC(N)=O)C(=O)N[C@@H]([C@H](O)C)C(=O)N1[C@H](C(=O)N[C@@H](CCCNC(N[N+](=O)[O-])=N)C(=O)OCC2=CC=CC=C2)CCC1)C(=O)OCC1=CC=CC=C1 (Z-Asn-Thr-Pro-Arg(NO2)-OBzl). Reagents/catalysts: [C].[Pd] (palladium-carbon). Yields the product N[C@@H](CC(N)=O)C(=O)N[C@@H]([C@H](O)C)C(=O)N1[C@H](C(=O)N[C@@H](CCCNC(N)=N)C(=O)O)CCC1.CC(=O)O (H-Asn-Thr-Pro-Arg-OH acetate). RXN SMILES: [NH:1](C(OCC1C=CC=CC=1)=O)[C@H:2]([C:7]([NH:9][C@H:10]([C:14]([N:16]1[CH2:44][CH2:43][CH2:42][C@H:17]1[C:18]([NH:20][C@H:21]([C:32]([O:34]CC1C=CC=CC=1)=[O:33])[CH2:22][CH2:23][CH2:24][NH:25][C:26](=[NH:31])[NH:27][N+]([O-])=O)=[O:19])=[O:15])[C@@H:11]([CH3:13])[OH:12])=[O:8])[CH2:3][C:4](=[O:6])[NH2:5]>[C].[Pd]>[NH2:1][C@H:2]([C:7]([NH:9][C@H:10]([C:14]([N:16]1[CH2:44][CH2:43][CH2:42][C@H:17]1[C:18]([NH:20][C@H:21]([C:32]([OH:34])=[O:33])[CH2:22][CH2:23][CH2:24][NH:25][C:26](=[NH:27])[NH2:31])=[O:19])=[O:15])[C@@H:11]([CH3:13])[OH:12])=[O:8])[CH2:3][C:4](=[O:6])[NH2:5].[CH3:21][C:32]([OH:34])=[O:33] |f:1.2,3.4|. Procedure: 150 mg of Z-Asn-Thr-Pro-Arg(NO2)-OBzl was reduced in the presence of palladium-carbon in the same manner as in Example 7-(4). The resulting product was purified by high-performance liquid chromatography at 12 ml/min. (flow rate), 0 to 10% (B) 20 min. linear gradient (A) (mobile phase), subjected to Dowex 1×2 (acetate type) treatment and freeze-dried to obtain the desired compound.